Dataset: the Open Reaction Database (ORD), a public repository of structured organic reaction records. Task: describe an organic reaction: reactants, conditions, products, and yield The product is ClC1=NC=C(C(=O)OC)C(=C1)N(C)C (methyl 6-chloro-4-(dimethylamino)nicotinate). The yield is 80.4%. Reaction SMILES: [CH3:1][NH:2][CH3:3].Cl[C:5]1[C:10]([C:11]([O:13][CH3:14])=[O:12])=[CH:9][N:8]=[C:7]([Cl:15])[CH:6]=1>CC#N>[Cl:15][C:7]1[CH:6]=[C:5]([N:2]([CH3:3])[CH3:1])[C:10]([C:11]([O:13][CH3:14])=[O:12])=[CH:9][N:8]=1. Conditions: time 18 hour. Procedure details: Dimethylamine (1.23 mL, 9.71 mmol) was slowly added to a stirred solution of methyl 4,6-dichloronicotinate (0.40 g, 1.94 mmol) in MeCN (6 mL) at room temperature. The solution was stirred at room temperature for 18 hours then concentrated in vacuo onto silica gel. Gradient chromatography, eluting with 5% EtOAc:c-Hex over 5 column volume and 5-50% over 15 column volume, gave methyl 6-chloro-4-(dimethylamino)nicotinate (335 mg, 1.56 mmol, 80% yield) as a white solid. The reactants are CNC (Dimethylamine), ClC1=CC(=NC=C1C(=O)OC)Cl (methyl 4,6-dichloronicotinate). Solvent: CC#N (MeCN). Reactants: C(C)C=1N=[N+](C2=C(N1)C=C1CC(CC1=C2)CCOC2OCCCC2)[O-] (3-Ethyl-7-(2-(tetrahydro-2H-pyran-2-yloxy)ethyl)-7,8-dihydro-6H-indeno[5,6-e][1,2,4]triazine 1-Oxide). Reagents/catalysts: CS(=O)(=O)O (Methanesulfonic acid). The solvent is CO (MeOH). Conditions: temperature 20 celsius, time 1 hour. The product is C(C)C=1N=[N+](C2=C(N1)C=C1CC(CC1=C2)CCO)[O-] (2-(3-Ethyl-1-oxido-7,8-dihydro-6H-indeno[5,6-e][1,2,4]triazin-7-yl)ethanol). The yield is 94.4%. As a reaction SMILES: [CH2:1]([C:3]1[N:4]=[N+:5]([O-:25])[C:6]2[CH:15]=[C:14]3[C:10]([CH2:11][CH:12]([CH2:16][CH2:17][O:18]C4CCCCO4)[CH2:13]3)=[CH:9][C:7]=2[N:8]=1)[CH3:2]>CS(O)(=O)=O.CO>[CH2:1]([C:3]1[N:4]=[N+:5]([O-:25])[C:6]2[CH:15]=[C:14]3[C:10]([CH2:11][CH:12]([CH2:16][CH2:17][OH:18])[CH2:13]3)=[CH:9][C:7]=2[N:8]=1)[CH3:2]. Procedure: Methanesulfonic acid (3 drops) was added to a stirred solution of tetrahydropyranyl ether 160 (1.10 g, 3.2 mmol) in MeOH (30 mL) and the mixture was stirred at 20° C. for 1 h. The solvent was evaporated and the residue purified by chromatography, eluting with 5% MeOH/DCM, to give 1-oxide 161 (783 mg, 94%) as a yellow solid: mp 96-99° C.; 1H NMR δ 8.23 (s, 1H, H-9), 7.72 (s, 1H, H-5), 3.80 (t, J=6.5 Hz, 2H, CH2O), 3.25-3.33 (m, 2H, H-6, H-8), 3.02 (q, J=7.6 Hz, 2H, CH2), 2.68-2.86 (m, 3H, H-6, H-... Reported procedure: Partially purified 4-(5-chloro-1H,3H-benzo[de]isochromen-6-yl)-6-methanesulfinyl-pyrimidin-2-ylamine (100 mg) obtained in Step 5 described above was dissolved in N,N-dimethylformamide (1 mL), mercapto acetic acid (0.058 mL) and N,N-diisopropylethylamine (0.192 mL) were added, and this was stirred under nitrogen atmosphere at 80° C. for one hour. After cooling the obtained mixture to room temperature, N,N-dimethylformamide (2 mL), ammonium chloride (134 mg), 1-hydroxybenzotriazole hydrate (422 mg... Run in CN(C=O)C (N,N-dimethylformamide), C(C)(=O)OCC (ethyl acetate), CN(C=O)C (N,N-dimethylformamide). RXN SMILES: [Cl:1][C:2]1[C:3]([C:15]2[CH:20]=[C:19]([S:21]([CH3:23])=O)[N:18]=[C:17]([NH2:24])[N:16]=2)=[C:4]2[CH:13]=[CH:12][CH:11]=[C:10]3[C:5]2=[C:6]([CH:14]=1)[CH2:7][O:8][CH2:9]3.SC[C:27]([OH:29])=O.C([N:33](CC)C(C)C)(C)C.[Cl-].[NH4+].O.ON1C2C=CC=CC=2N=N1.Cl.C(N=C=NCCCN(C)C)C>CN(C)C=O.C(OCC)(=O)C>[NH2:24][C:17]1[N:18]=[C:19]([S:21][CH2:23][C:27]([NH2:33])=[O:29])[CH:20]=[C:15]([C:3]2[C:2]([Cl:1])=[CH:14][C:6]3[CH2:7][O:8][CH2:9][C:10]4[C:5]=3[C:4]=2[CH:13]=[CH:12][CH:11]=4)[N:16]=1 |f:3.4,5.6,7.8|. Yields the product NC1=NC(=CC(=N1)SCC(=O)N)C=1C(=CC=2COCC3=CC=CC1C23)Cl (2-[2-amino-6-(5-chloro-1H,3H-benzo[de]isochromen-6-yl)-pyrimidin-4-ylsulfanyl]-acetamide). The reactants are ClC=1C(=C2C3=C(COCC3=CC=C2)C1)C1=NC(=NC(=C1)S(=O)C)N (4-(5-chloro-1H,3H-benzo[de]isochromen-6-yl)-6-methanesulfinyl-pyrimidin-2-ylamine), SCC(=O)O (mercapto acetic acid), C(C)(C)N(C(C)C)CC (N,N-diisopropylethylamine), [Cl-].[NH4+] (ammonium chloride), O.ON1N=NC2=C1C=CC=C2 (1-hydroxybenzotriazole hydrate), Cl.C(C)N=C=NCCCN(C)C (1-ethyl-3-(3′-dimethylaminopropyl)carbodiimide hydrochloride salt), C(C)(C)N(C(C)C)CC (N,N-diisopropylethylamine). Reaction conditions: temperature 80 celsius, time 1 hour.